From a dataset of the Open Reaction Database (ORD), a public repository of structured organic reaction records. describe an organic reaction: reactants, conditions, products, and yield Reactants: [Na] (sodium), BrC(C)CCCC(C)(C)OC (2-bromo-6-methoxy-6-methylheptane), C(C)O (ethanol), C(C)C1=CC=C(C=C1)S (p-ethylphenyl mercaptan). The solvent is O (water). Reaction conditions: time 40 minute. Yields the product C(C)C1=CC=C(C=C1)SC(CCCC(C)(C)OC)C (5-methoxy-1,5-dimethylhexyl p-ethylphenyl sulfide). RXN SMILES: [Na].C(O)C.[CH2:5]([C:7]1[CH:12]=[CH:11][C:10]([SH:13])=[CH:9][CH:8]=1)[CH3:6].Br[CH:15]([CH2:17][CH2:18][CH2:19][C:20]([O:23][CH3:24])([CH3:22])[CH3:21])[CH3:16]>O>[CH2:5]([C:7]1[CH:12]=[CH:11][C:10]([S:13][CH:15]([CH3:16])[CH2:17][CH2:18][CH2:19][C:20]([O:23][CH3:24])([CH3:22])[CH3:21])=[CH:9][CH:8]=1)[CH3:6] |^1:0|. Procedure details: To 3.5 g. of sodium in 150 ml. of ethanol is added 18.8 g. of p-ethylphenyl mercaptan. The mixture is stirred for about 40 minutes and then 30 g. of 2-bromo-6-methoxy-6-methylheptane is added. The reaction mixture is heated under reflux for about 35 minutes, allowed to cool and then diluted with water. The reaction is worked up by extraction with ether, washing with water and drying over magnesium sulfate to yield 5-methoxy-1,5-dimethylhexyl p-ethylphenyl sulfide which can be purified by chromat... Starting materials: O=C(Cl)c1ccccc1, O=C([O-])O, CCCCc1nc(Cl)c(C(=O)O)n1Cc1ccc(-c2ccccc2S(N)(=O)=O)cc1, [Na+], c1ccncc1. The product is CCCCc1nc(Cl)c(C(=O)O)n1Cc1ccc(-c2ccccc2S(=O)(=O)NCc2ccccc2)cc1. As a reaction SMILES: [C:31]([c:32]1[cH:33][cH:34][cH:35][cH:36][cH:37]1)([Cl:38])=[O:39].[C:40](=[O:41])([OH:42])[O-:43].[NH2:1][S:2](=[O:3])(=[O:4])[c:5]1[c:6](-[c:11]2[cH:12][cH:13][c:14]([CH2:17][n:18]3[c:19]([CH2:27][CH2:28][CH2:29][CH3:30])[n:20][c:21]([Cl:26])[c:22]3[C:23](=[O:24])[OH:25])[cH:15][cH:16]2)[cH:7][cH:8][cH:9][cH:10]1.[Na+:44].[cH:45]1[cH:46][cH:47][n:48][cH:49][cH:50]1>>[NH:1]([S:2](=[O:3])(=[O:4])[c:5]1[c:6](-[c:11]2[cH:12][cH:13][c:14]([CH2:17][n:18]3[c:19]([CH2:27][CH2:28][CH2:29][CH3:30])[n:20][c:21]([Cl:26])[c:22]3[C:23](=[O:24])[OH:25])[cH:15][cH:16]2)[cH:7][cH:8][cH:9][cH:10]1)[CH2:31][c:32]1[cH:33][cH:34][cH:35][cH:36][cH:37]1. Reactants: [Al+3], CCOC(=O)c1ccc(NC(=O)OC(C)(C)C)nc1, CCOCC, [H-], [H-], [H-], [H-], [Li+], [Mg+2], [Na+], O=S(=O)([O-])[O-], C1CCOC1, [OH-], O. The product is CC(C)(C)OC(=O)Nc1ccc(CO)cn1. RXN SMILES: [Al+3:2].[C:7]([CH3:8])([CH3:9])([CH3:10])[O:11][C:12](=[O:13])[NH:14][c:15]1[n:16][cH:17][c:18]([C:19](=[O:20])[O:21][CH2:22][CH3:23])[cH:24][cH:25]1.[CH3:34][CH2:35][O:36][CH2:37][CH3:38].[H-:1].[H-:4].[H-:5].[H-:6].[Li+:3].[Mg+2:28].[Na+:27].[O-:29][S:30](=[O:31])(=[O:32])[O-:33].[O:39]1[CH2:40][CH2:41][CH2:42][CH2:43]1.[OH-:26].[OH2:44]>>[C:7]([CH3:8])([CH3:9])([CH3:10])[O:11][C:12](=[O:13])[NH:14][c:15]1[n:16][cH:17][c:18]([CH2:19][OH:20])[cH:24][cH:25]1. Starting materials: COCN(Cc1ccccc1)C[Si](C)(C)C, ClCCl, O=C1C=CCCN1c1ccc(OC(F)(F)F)cc1, O=C(O)C(F)(F)F. Product: O=C1C2CN(Cc3ccccc3)CC2CCN1c1ccc(OC(F)(F)F)cc1. RXN SMILES: [CH2:1]([c:2]1[cH:3][cH:4][cH:5][cH:6][cH:7]1)[N:8]([CH2:9][O:15][CH3:16])[CH2:12][Si:10]([CH3:11])([CH3:13])[CH3:14].[Cl:42][CH2:43][Cl:44].[F:17][C:18]([O:19][c:20]1[cH:21][cH:22][c:23]([N:26]2[C:27](=[O:32])[CH:28]=[CH:29][CH2:30][CH2:31]2)[cH:24][cH:25]1)([F:33])[F:34].[OH:35][C:36]([C:37]([F:38])([F:39])[F:40])=[O:41]>>[CH2:1]([c:2]1[cH:3][cH:4][cH:5][cH:6][cH:7]1)[N:8]1[CH2:9][CH:29]2[CH:28]([CH2:12]1)[C:27](=[O:32])[N:26]([c:23]1[cH:22][cH:21][c:20]([O:19][C:18]([F:17])([F:33])[F:34])[cH:25][cH:24]1)[CH2:31][CH2:30]2. Reactants: COC1=CC2=C(SC(=C2)/C=C/C#N)C=C1OC ((E)-3-(5,6-dimethoxy-benzo[b]thiophene-2-yl)-2-propenenitrile), Cl.ONC(\C=C\C1=CC2=C(S1)C=C(C(=C2)OC)OC)=N ((E)-N-hydroxy-3-(5,6-dimethoxy-benzo[b]thiophene-2-yl)-prop-2-ene-imidamide hydrochloride). Product: Cl.ONC(C=CC1=CC2=C(S1)C=C(C(=C2)OC)OC)=N (N-Hydroxy-3-(5,6-dimethoxy-benzo[b]thiophene-2-yl)prop-2-ene-imidamide hydrochloride). As a reaction SMILES: COC1C(OC)=CC2SC(/C=C/C#N)=CC=2C=1.[ClH:18].[OH:19][NH:20][C:21](=[NH:37])/[CH:22]=[CH:23]/[C:24]1[S:28][C:27]2[CH:29]=[C:30]([O:35][CH3:36])[C:31]([O:33][CH3:34])=[CH:32][C:26]=2[CH:25]=1>>[ClH:18].[OH:19][NH:20][C:21](=[NH:37])[CH:22]=[CH:23][C:24]1[S:28][C:27]2[CH:29]=[C:30]([O:35][CH3:36])[C:31]([O:33][CH3:34])=[CH:32][C:26]=2[CH:25]=1 |f:1.2,3.4|. Reported procedure: Using the procedure described in Example 2 (E)-3-(5,6-dimethoxy-benzo[b]thiophene-2-yl)-2-propenenitrile was converted into (E)-N-hydroxy-3-(5,6-dimethoxy-benzo[b]thiophene-2-yl)-prop-2-ene-imidamide hydrochloride, m.p. 188°-198° C. (decomp.). Yield: 62.9%. Solvent: CN(C)C=O (DMF). Procedure: A solution of methyl 4-[2-(3-hydroxy-2-pyridyl)ethyl]benzoate (1.1 g, 4.3 mmol) in DMF (30 ml) was treated with benzyl bromide (0.89 g, 5.2 mmol) and potassium carbonate (0.72 g, 5.2 mmol). The reaction was stirred at ambient temperature overnight and then, partitioned between EtOAc/water. The organic phase was washed well with water, dried (MgSO4) and evaporated. The residue was purified by chromatography (SiO2) eluting with CH2Cl2 /EtOAc to give methyl 4-[2-(3-benzyloxy-2-pyridyl)ethyl]benzoat... Starting materials: OC=1C(=NC=CC1)CCC1=CC=C(C(=O)OC)C=C1 (methyl 4-[2-(3-hydroxy-2-pyridyl)ethyl]benzoate), C(C1=CC=CC=C1)Br (benzyl bromide), C([O-])([O-])=O.[K+].[K+] (potassium carbonate). Yields the product C(C1=CC=CC=C1)OC=1C(=NC=CC1)CCC1=CC=C(C(=O)OC)C=C1 (methyl 4-[2-(3-benzyloxy-2-pyridyl)ethyl]benzoate). Conditions: time 8 hour. As a reaction SMILES: [OH:1][C:2]1[C:3]([CH2:8][CH2:9][C:10]2[CH:19]=[CH:18][C:13]([C:14]([O:16][CH3:17])=[O:15])=[CH:12][CH:11]=2)=[N:4][CH:5]=[CH:6][CH:7]=1.[CH2:20](Br)[C:21]1[CH:26]=[CH:25][CH:24]=[CH:23][CH:22]=1.C(=O)([O-])[O-].[K+].[K+]>CN(C=O)C>[CH2:20]([O:1][C:2]1[C:3]([CH2:8][CH2:9][C:10]2[CH:19]=[CH:18][C:13]([C:14]([O:16][CH3:17])=[O:15])=[CH:12][CH:11]=2)=[N:4][CH:5]=[CH:6][CH:7]=1)[C:21]1[CH:26]=[CH:25][CH:24]=[CH:23][CH:22]=1 |f:2.3.4|. The reactants are C(C)(C)(C)OC(=O)NC1(COC(OC1)(C)C)\C=C\C1=CC=C(C=C1)Br (5-tert-Butoxycarbonylamino-5-[(E)-(4-bromophenyl)ethenyl]-2,2-dimethyl-1,3-dioxane), C(C1=CC=CC=C1)OCCCC#C (5-benzyloxy-1-pentyne), C(C)(C)N(C(C)C)CC (N,N-diisopropylethylamine). Reagents/catalysts: [Cu]I (CuI), C=1C=CC(=CC1)[P](C=2C=CC=CC2)(C=3C=CC=CC3)[Pd]([P](C=4C=CC=CC4)(C=5C=CC=CC5)C=6C=CC=CC6)([P](C=7C=CC=CC7)(C=8C=CC=CC8)C=9C=CC=CC9)[P](C=1C=CC=CC1)(C=1C=CC=CC1)C=1C=CC=CC1 (tetrakis(triphenylphosphine)palladium(0)). Solvent: C1CCOC1 (THF). Product: C(C)(C)(C)OC(=O)NC1(COC(OC1)(C)C)\C=C\C1=CC=C(C=C1)C#CCCCOCC1=CC=CC=C1 (5-tert-Butoxycarbonylamino-5-{(E)-[4-(5-benzyloxy-pent-1-ynyl)phenyl]ethenyl}-2,2-dimethyl-1,3-dioxane). Yield: 54.3%. Reaction SMILES: [C:1]([O:5][C:6]([NH:8][C:9]1(/[CH:17]=[CH:18]/[C:19]2[CH:24]=[CH:23][C:22](Br)=[CH:21][CH:20]=2)[CH2:14][O:13][C:12]([CH3:16])([CH3:15])[O:11][CH2:10]1)=[O:7])([CH3:4])([CH3:3])[CH3:2].[CH2:26]([O:33][CH2:34][CH2:35][CH2:36][C:37]#[CH:38])[C:27]1[CH:32]=[CH:31][CH:30]=[CH:29][CH:28]=1.C(N(CC)C(C)C)(C)C>C1COCC1.[Cu]I.C1C=CC([P]([Pd]([P](C2C=CC=CC=2)(C2C=CC=CC=2)C2C=CC=CC=2)([P](C2C=CC=CC=2)(C2C=CC=CC=2)C2C=CC=CC=2)[P](C2C=CC=CC=2)(C2C=CC=CC=2)C2C=CC=CC=2)(C2C=CC=CC=2)C2C=CC=CC=2)=CC=1>[C:1]([O:5][C:6]([NH:8][C:9]1(/[CH:17]=[CH:18]/[C:19]2[CH:24]=[CH:23][C:22]([C:38]#[C:37][CH2:36][CH2:35][CH2:34][O:33][CH2:26][C:27]3[CH:32]=[CH:31][CH:30]=[CH:29][CH:28]=3)=[CH:21][CH:20]=2)[CH2:14][O:13][C:12]([CH3:16])([CH3:15])[O:11][CH2:10]1)=[O:7])([CH3:4])([CH3:3])[CH3:2] |^1:58,60,79,98|. Reported procedure: To a solution of 17 (0.21 g, 0.51 mmol) and 5-benzyloxy-1-pentyne (133 mg, 0.77 mmol) in N,N-diisopropylethylamine (1 mL, 5.7 mmol) and dry THF (5 mL) were added CuI (9.7 mg, 51 μmol) and tetrakis(triphenylphosphine)palladium(0) (29.5 mg, 25.5 μmol) under nitrogen. The mixture was heated at reflux under nitrogen for one day, and then was cooled to room temperature and filtered through a short pad of silica gel to remove insoluble and very polar components in the mixture. The filtrate was concent...